This data is from the Open Reaction Database (ORD), a public repository of structured organic reaction records. The task is: describe an organic reaction: reactants, conditions, products, and yield Starting materials: [Cl-].O[NH3+] (hydroxylammonium chloride), C(O)([O-])=O.[Na+] (sodium hydrogen carbonate), CS(=O)C (dimethyl sulfoxide), C1(CCC1)N1C=2N(C(=C(C1=O)CC1=CC=C(C=C1)C=1C(=CC=CC1)C#N)CCC)N=C(N2)C (4′-[(4-cyclobutyl-2-methyl-5-oxo-7-propyl-4,5-dihydro[1,2,4]triazolo[1,5-a]pyrimidin-6-yl)methyl]biphenyl-2-carbonitrile). Run in C(C)(=O)OCC (ethyl acetate). Reaction conditions: temperature 40 celsius, time 30 minute. Yields the product C1(CCC1)N1C=2N(C(=C(C1=O)CC1=CC=C(C=C1)C1=C(C=CC=C1)C1=NOC(N1)=O)CCC)N=C(N2)C (4-cyclobutyl-2-methyl-6-{[2′-(5-oxo-4,5-dihydro-1,2,4-oxadiazol-3-yl)biphenyl-4-yl]methyl}-7-propyl[1,2,4]triazolo[1,5-a]pyrimidin-5(4H)-one). Isolated yield 57.7%. Reaction SMILES: [Cl-].O[NH3+:3].[C:4](=[O:7])([O-])[OH:5].[Na+].CS(C)=O.[CH:13]1([N:17]2[C:22](=[O:23])[C:21]([CH2:24][C:25]3[CH:30]=[CH:29][C:28]([C:31]4[C:32]([C:37]#[N:38])=[CH:33][CH:34]=[CH:35][CH:36]=4)=[CH:27][CH:26]=3)=[C:20]([CH2:39][CH2:40][CH3:41])[N:19]3[N:42]=[C:43]([CH3:45])[N:44]=[C:18]23)[CH2:16][CH2:15][CH2:14]1>C(OCC)(=O)C>[CH:13]1([N:17]2[C:22](=[O:23])[C:21]([CH2:24][C:25]3[CH:26]=[CH:27][C:28]([C:31]4[CH:36]=[CH:35][CH:34]=[CH:33][C:32]=4[C:37]4[NH:3][C:4](=[O:7])[O:5][N:38]=4)=[CH:29][CH:30]=3)=[C:20]([CH2:39][CH2:40][CH3:41])[N:19]3[N:42]=[C:43]([CH3:45])[N:44]=[C:18]23)[CH2:16][CH2:15][CH2:14]1 |f:0.1,2.3|. Procedure details: A mixture of hydroxylammonium chloride (1.4 g), sodium hydrogen carbonate (2.2 g) and dimethyl sulfoxide (15 mL) was stirred at 40° C. for 30 min, 4′-[(4-cyclobutyl-2-methyl-5-oxo-7-propyl-4,5-dihydro[1,2,4]triazolo[1,5-a]pyrimidin-6-yl)methyl]biphenyl-2-carbonitrile (0.58 g) was added, and the mixture was stirred at 90° C. for 16 hr. The reaction mixture was diluted with ethyl acetate, washed with water and then with saturated brine, and dried over anhydrous magnesium sulfate. The solvent was e... Product: O=C1N(Cc2ccc(C(F)(F)F)o2)c2cccc(-c3cncnc3)c2C12COc1cc3c(cc12)CCO3. Reaction SMILES: [Br:1][c:2]1[c:3]2[c:4]([cH:5][cH:6][cH:7]1)[N:8]([CH2:23][c:24]1[o:25][c:26]([C:29]([F:30])([F:31])[F:32])[cH:27][cH:28]1)[C:9](=[O:22])[C:10]21[c:11]2[c:12]([cH:15][c:16]3[c:20]([cH:21]2)[CH2:19][CH2:18][O:17]3)[O:13][CH2:14]1.[CH3:125][O:126][CH2:127][CH2:128][O:129][CH3:130].[Na+:42].[Na+:43].[O-:44][C:45](=[O:46])[O-:47].[cH:48]1[cH:49][cH:50][c:51]([P:52]([Pd:53]([P:54]([c:55]2[cH:56][cH:57][cH:58][cH:59][cH:60]2)([c:61]2[cH:62][cH:63][cH:64][cH:65][cH:66]2)[c:67]2[cH:68][cH:69][cH:70][cH:71][cH:72]2)([P:73]([c:74]2[cH:75][cH:76][cH:77][cH:78][cH:79]2)([c:80]2[cH:81][cH:82][cH:83][cH:84][cH:85]2)[c:86]2[cH:87][cH:88][cH:89][cH:90][cH:91]2)[P:92]([c:93]2[cH:94][cH:95][cH:96][cH:97][cH:98]2)([c:99]2[cH:100][cH:101][cH:102][cH:103][cH:104]2)[c:105]2[cH:106][cH:107][cH:108][cH:109][cH:110]2)([c:111]2[cH:112][cH:113][cH:114][cH:115][cH:116]2)[c:117]2[cH:118][cH:119][cH:120][cH:121][cH:122]2)[cH:123][cH:124]1.[n:33]1[cH:34][n:35][cH:36][c:37]([B:39]([OH:40])[OH:41])[cH:38]1>>[c:2]1(-[c:37]2[cH:36][n:35][cH:34][n:33][cH:38]2)[c:3]2[c:4]([cH:5][cH:6][cH:7]1)[N:8]([CH2:23][c:24]1[o:25][c:26]([C:29]([F:30])([F:31])[F:32])[cH:27][cH:28]1)[C:9](=[O:22])[C:10]21[c:11]2[c:12]([cH:15][c:16]3[c:20]([cH:21]2)[CH2:19][CH2:18][O:17]3)[O:13][CH2:14]1. Starting materials: O=C1N(Cc2ccc(C(F)(F)F)o2)c2cccc(Br)c2C12COc1cc3c(cc12)CCO3, COCCOC, [Na+], [Na+], O=C([O-])[O-], c1ccc(P(c2ccccc2)(c2ccccc2)[Pd](P(c2ccccc2)(c2ccccc2)c2ccccc2)(P(c2ccccc2)(c2ccccc2)c2ccccc2)P(c2ccccc2)(c2ccccc2)c2ccccc2)cc1, OB(O)c1cncnc1. The reactants are CO, CC(C)Oc1ccc2c(c1)C(NC(=O)OC(C)(C)C)CCO2, Cl. Yields the product CC(C)Oc1ccc2c(c1)C(N)CCO2. Reaction SMILES: [CH3:24][OH:25].[CH:1]([CH3:2])([CH3:3])[O:4][c:5]1[cH:6][c:7]2[c:12]([cH:13][cH:14]1)[O:11][CH2:10][CH2:9][CH:8]2[NH:15][C:16](=[O:17])[O:18][C:19]([CH3:20])([CH3:21])[CH3:22].[ClH:23]>>[CH:1]([CH3:2])([CH3:3])[O:4][c:5]1[cH:6][c:7]2[c:12]([cH:13][cH:14]1)[O:11][CH2:10][CH2:9][CH:8]2[NH2:15].